From a dataset of the Open Reaction Database (ORD), a public repository of structured organic reaction records. describe an organic reaction: reactants, conditions, products, and yield Reactants: COc1ccc(S(=O)(=O)N(CCCO[Si](C)(C)C(C)(C)C)C(C(=O)OCc2ccccc2)C2CCCCC2)cc1, ClCCl. The product is COc1ccc(S(=O)(=O)N(CCCO)C(C(=O)OCc2ccccc2)C2CCCCC2)cc1. Reaction SMILES: [CH2:1]([c:2]1[cH:3][cH:4][cH:5][cH:6][cH:7]1)[O:8][C:9]([CH:10]([CH:11]1[CH2:12][CH2:13][CH2:14][CH2:15][CH2:16]1)[N:17]([S:18](=[O:19])(=[O:20])[c:21]1[cH:22][cH:23][c:24]([O:27][CH3:28])[cH:25][cH:26]1)[CH2:29][CH2:30][CH2:31][O:32][Si:33]([C:34]([CH3:35])([CH3:36])[CH3:37])([CH3:38])[CH3:39])=[O:40].[CH2:41]([Cl:42])[Cl:43]>>[CH2:1]([c:2]1[cH:3][cH:4][cH:5][cH:6][cH:7]1)[O:8][C:9]([CH:10]([CH:11]1[CH2:12][CH2:13][CH2:14][CH2:15][CH2:16]1)[N:17]([S:18](=[O:19])(=[O:20])[c:21]1[cH:22][cH:23][c:24]([O:27][CH3:28])[cH:25][cH:26]1)[CH2:29][CH2:30][CH2:31][OH:32])=[O:40].